This data is from the Open Reaction Database (ORD), a public repository of structured organic reaction records. The task is: describe an organic reaction: reactants, conditions, products, and yield Procedure: According to the procedure described in the synthesis method of Compound II-15, 2-(2-(benzylcarbamoyl)-1-methylhydrazinyl)acetic acid (Compound VI-3) 69 mg (0.29 mmol) was coupled with tert-butyl (S)-5-amino-6-(((S)-1,1-diethoxypropan-2-yl)-(quinolin-8-ylmethyl)amino)-6-oxohexylcarbamate (Compound IV-14) 100 mg (0.19 mmol) to obtain the title compound. Reactants: Compound II, C(C1=CC=CC=C1)NC(=O)NN(C)CC(=O)O (2-(2-(benzylcarbamoyl)-1-methylhydrazinyl)acetic acid), N[C@@H](CCCCNC(OC(C)(C)C)=O)C(=O)N(CC=1C=CC=C2C=CC=NC12)[C@H](C(OCC)OCC)C (tert-butyl (S)-5-amino-6-(((S)-1,1-diethoxypropan-2-yl)-(quinolin-8-ylmethyl)amino)-6-oxohexylcarbamate). Reaction SMILES: [CH2:1]([NH:8][C:9]([NH:11][N:12]([CH2:14][C:15]([OH:17])=O)[CH3:13])=[O:10])[C:2]1[CH:7]=[CH:6][CH:5]=[CH:4][CH:3]=1.[NH2:18][C@H:19]([C:32]([N:34]([C@@H:46]([CH3:54])[CH:47]([O:51][CH2:52][CH3:53])[O:48][CH2:49][CH3:50])[CH2:35][C:36]1[CH:37]=[CH:38][CH:39]=[C:40]2[C:45]=1[N:44]=[CH:43][CH:42]=[CH:41]2)=[O:33])[CH2:20][CH2:21][CH2:22][CH2:23][NH:24][C:25](=[O:31])[O:26][C:27]([CH3:30])([CH3:29])[CH3:28]>>[CH2:1]([NH:8][C:9]([NH:11][N:12]([CH2:14][C:15]([NH:18][C@H:19]([C:32]([N:34]([C@@H:46]([CH3:54])[CH:47]([O:48][CH2:49][CH3:50])[O:51][CH2:52][CH3:53])[CH2:35][C:36]1[CH:37]=[CH:38][CH:39]=[C:40]2[C:45]=1[N:44]=[CH:43][CH:42]=[CH:41]2)=[O:33])[CH2:20][CH2:21][CH2:22][CH2:23][NH:24][C:25](=[O:31])[O:26][C:27]([CH3:30])([CH3:28])[CH3:29])=[O:17])[CH3:13])=[O:10])[C:2]1[CH:3]=[CH:4][CH:5]=[CH:6][CH:7]=1. Yields the product C(C1=CC=CC=C1)NC(=O)NN(C)CC(=O)N[C@@H](CCCCNC(OC(C)(C)C)=O)C(=O)N(CC=1C=CC=C2C=CC=NC12)[C@H](C(OCC)OCC)C (tert-butyl (S)-5-(2-(2-(benzylcarbamoyl)-1-methylhydrazinyl)acetamido)-6-(((S)-1,1-diethoxypropan-2-yl)(quinolin-8-ylmethyl)amino)-6-oxohexylcarbamate).